From a dataset of the Open Reaction Database (ORD), a public repository of structured organic reaction records. describe an organic reaction: reactants, conditions, products, and yield Reported procedure: To 10 mL of a chloroform solution containing 472 mg of methyl 7-methoxy-2-oxo-1-(2-oxoethyl)-1,2-dihydroquinoline-5-carboxylate and 374 mg of tert-butyl (2,3-dihydro-1,4-benzodioxin-6-ylmethyl)(piperidin-4-yl)carbamate, 62 μL of acetic acid was added and stirred at room temperature for 1 hour. To the reaction mixture, 352 mg of sodium triacetoxyborohydride was added and stirred for 30 min. Aqueous saturated sodium hydrogen carbonate solution was added and the organic layer was separated. The org... Conditions: time 1 hour. Solvent: C(C)(=O)O (acetic acid), C(Cl)(Cl)Cl (chloroform). Yield: 75.6%. Yields the product C(C)(C)(C)OC(=O)N(C1CCN(CC1)CCN1C(C=CC=2C(=CC(=CC12)OC)C(=O)OC)=O)CC1=CC2=C(OCCO2)C=C1 (methyl 1-(2-(4-((tert-butoxycarbonyl)(2,3-dihydro-1,4-benzodioxin-6-ylmethyl)amino)piperidin-1-yl)ethyl)-7-methoxy-2-oxo-1,2-dihydroquinoline-5-carboxylate). Reactants: COC=1C=C(C=2C=CC(N(C2C1)CC=O)=O)C(=O)OC (methyl 7-methoxy-2-oxo-1-(2-oxoethyl)-1,2-dihydroquinoline-5-carboxylate), O1CCOC2=C1C=CC(=C2)CN(C(OC(C)(C)C)=O)C2CCNCC2 (tert-butyl (2,3-dihydro-1,4-benzodioxin-6-ylmethyl)(piperidin-4-yl)carbamate), C(O)([O-])=O.[Na+] (sodium hydrogen carbonate), C(C)(=O)O[BH-](OC(C)=O)OC(C)=O.[Na+] (sodium triacetoxyborohydride). RXN SMILES: [CH3:1][O:2][C:3]1[CH:4]=[C:5]([C:17]([O:19][CH3:20])=[O:18])[C:6]2[CH:7]=[CH:8][C:9](=[O:16])[N:10]([CH2:13][CH:14]=O)[C:11]=2[CH:12]=1.[O:21]1[C:26]2[CH:27]=[CH:28][C:29]([CH2:31][N:32]([CH:40]3[CH2:45][CH2:44][NH:43][CH2:42][CH2:41]3)[C:33](=[O:39])[O:34][C:35]([CH3:38])([CH3:37])[CH3:36])=[CH:30][C:25]=2[O:24][CH2:23][CH2:22]1.C(O[BH-](OC(=O)C)OC(=O)C)(=O)C.[Na+].C(=O)([O-])O.[Na+]>C(O)(=O)C.C(Cl)(Cl)Cl>[C:35]([O:34][C:33]([N:32]([CH2:31][C:29]1[CH:28]=[CH:27][C:26]2[O:21][CH2:22][CH2:23][O:24][C:25]=2[CH:30]=1)[CH:40]1[CH2:45][CH2:44][N:43]([CH2:14][CH2:13][N:10]2[C:11]3[CH:12]=[C:3]([O:2][CH3:1])[CH:4]=[C:5]([C:17]([O:19][CH3:20])=[O:18])[C:6]=3[CH:7]=[CH:8][C:9]2=[O:16])[CH2:42][CH2:41]1)=[O:39])([CH3:38])([CH3:36])[CH3:37] |f:2.3,4.5|. The reactants are FC=1C=NC=CC1CC1C(C2=CC(=C(C=C2CC1)OC)OC)=O (2-[(3-fluoro-4-pyridyl)methyl]-6,7-dimethoxy-tetralin-1-one), C(C1=CC=CC=C1)Br (benzyl bromide). Product: [Br-].C(C1=CC=CC=C1)[N+]1=CC(=C(C=C1)CC1C(C2=CC(=C(C=C2CC1)OC)OC)=O)F (2[(1-benzyl-3-fluoro-pyridin-1-ium-4-yl)methyl]-6,7-dimethoxy-tetralin-1-one bromide). As a reaction SMILES: [F:1][C:2]1[CH:3]=[N:4][CH:5]=[CH:6][C:7]=1[CH2:8][CH:9]1[CH2:18][CH2:17][C:16]2[C:11](=[CH:12][C:13]([O:21][CH3:22])=[C:14]([O:19][CH3:20])[CH:15]=2)[C:10]1=[O:23].[CH2:24]([Br:31])[C:25]1[CH:30]=[CH:29][CH:28]=[CH:27][CH:26]=1>>[Br-:31].[CH2:24]([N+:4]1[CH:5]=[CH:6][C:7]([CH2:8][CH:9]2[CH2:18][CH2:17][C:16]3[C:11](=[CH:12][C:13]([O:21][CH3:22])=[C:14]([O:19][CH3:20])[CH:15]=3)[C:10]2=[O:23])=[C:2]([F:1])[CH:3]=1)[C:25]1[CH:30]=[CH:29][CH:28]=[CH:27][CH:26]=1 |f:2.3|. Reported procedure: The title compound 133 is prepared according to the procedure reported in Example 38.1 with compound 102 (135.8 mg, 0.43 mmol) and benzyl bromide (87 μL, 0.73 mmol) as reactants. White solid. (Yield 152.1 mg, 72%). Starting materials: BrC=1C=NC2=CC=C(C=C2C1)CC=1N(C(=NN1)N)N (5-(3-bromo-quinolin-6-ylmethyl)-[1,2,4]triazole-3,4-diamine), C(=O)C=O (glyoxal), C(C)(=O)O (acetic acid). Run in O (water). Run at time 18 hour. Yields the product BrC=1C=NC2=CC=C(C=C2C1)CC1=NN=C2N1N=CC=N2 (3-Bromo-6-[1,2,4]triazolo[4,3-b][1,2,4]triazin-3-ylmethyl-quinoline). As a reaction SMILES: [Br:1][C:2]1[CH:3]=[N:4][C:5]2[C:10]([CH:11]=1)=[CH:9][C:8]([CH2:12][C:13]1[N:14]([NH2:19])[C:15]([NH2:18])=[N:16][N:17]=1)=[CH:7][CH:6]=2.[CH:20]([CH:22]=O)=O.C(O)(=O)C>O>[Br:1][C:2]1[CH:3]=[N:4][C:5]2[C:10]([CH:11]=1)=[CH:9][C:8]([CH2:12][C:13]1[N:14]3[N:19]=[CH:20][CH:22]=[N:18][C:15]3=[N:16][N:17]=1)=[CH:7][CH:6]=2. Procedure details: A mixture of 5-(3-bromo-quinolin-6-ylmethyl)-[1,2,4]triazole-3,4-diamine (977 mg, 3 mmol), glyoxal (40% solution in water, 5 mL), acetic acid (10 mL) and water (2 mL) was stirred at ambient temperature for 18 hours. After such time the mixture was filtered and the filtrate was concentrated onto silica gel and via flash column chromatography (SiO2 12 g, dichloromethane/CH3OH, 0-10%) to return the title compound a white solid (298 mg, 29%). Analytical data presented in Table 1. The reactants are CC(C)C[AlH]CC(C)C (DIBAL-H), CC(C#N)(C)C1=NC(=NN1)C1=CC=CC=C1 (2-methyl-2-(3-phenyl-1H-1,2,4-triazol-5-yl)propanenitrile). Solvent: C1CCOC1 (THF). Reaction conditions: time 2 hour. Yields the product CC(CN)(C)C1=NC(=NN1)C1=CC=CC=C1 (2-methyl-2-(3-phenyl-1H-1,2,4-triazol-5-yl)propan-1-amine). Isolated yield 87.5%. As a reaction SMILES: CC(C[AlH]CC(C)C)C.[CH3:10][C:11]([C:15]1[NH:19][N:18]=[C:17]([C:20]2[CH:25]=[CH:24][CH:23]=[CH:22][CH:21]=2)[N:16]=1)([CH3:14])[C:12]#[N:13]>C1COCC1>[CH3:14][C:11]([C:15]1[NH:19][N:18]=[C:17]([C:20]2[CH:25]=[CH:24][CH:23]=[CH:22][CH:21]=2)[N:16]=1)([CH3:10])[CH2:12][NH2:13]. Procedure: DIBAL-H (0.75 mL, 0.75 mmol, 1M in THF) was added to a solution of 2-methyl-2-(3-phenyl-1H-1,2,4-triazol-5-yl)propanenitrile (80 mg, 0.37 mmol) in dry THF (5 mL) at 0° C. The reaction mixture was allowed to warm up to room temperature and further stirred for 2 h. The reaction mixture was then quenched carefully with water and diluted with EtOAc. The organic layer was dried over anhydrous sodium sulfate and concentrated under reduced pressure to afford 2-methyl-2-(3-phenyl-1H-1,2,4-triazol-5-yl)p... The reactants are COC1=CC=C(CN(C2=NC(=NC(=N2)C)C=2C(=NC=C(C2)[C@@H](C)N2CCN(CC2)S(=O)(=O)C)NC2=CC(=C3C=CC=NC3=C2)F)CC2=CC=C(C=C2)OC)C=C1 ((R)—N-(3-(4-(bis(4-methoxybenzyl)amino)-6-methyl-1,3,5-triazin-2-yl)-5-(1-(4-(methylsulfonyl)piperazin-1-yl)ethyl)pyridin-2-yl)-5-fluoroquinolin-7-amine), FC(C(=O)O)(F)F (trifluoroacetic acid). Conditions: temperature 75 celsius. Yields the product NC1=NC(=NC(=N1)C)C=1C(=NC=C(C1)[C@@H](C)N1CCN(CC1)S(=O)(=O)C)NC1=CC(=C2C=CC=NC2=C1)F ((R)—N-(3-(4-amino-6-methyl-1,3,5-triazin-2-yl)-5-(1-(4-(methylsulfonyl)piperazin-1-yl)ethyl)pyridin-2-yl)-5-fluoroquinolin-7-amine). Isolated yield 58.1%. Reaction SMILES: COC1C=CC(C[N:8](CC2C=CC(OC)=CC=2)[C:9]2[N:14]=[C:13]([CH3:15])[N:12]=[C:11]([C:16]3[C:17]([NH:34][C:35]4[CH:44]=[C:43]5[C:38]([CH:39]=[CH:40][CH:41]=[N:42]5)=[C:37]([F:45])[CH:36]=4)=[N:18][CH:19]=[C:20]([C@H:22]([N:24]4[CH2:29][CH2:28][N:27]([S:30]([CH3:33])(=[O:32])=[O:31])[CH2:26][CH2:25]4)[CH3:23])[CH:21]=3)[N:10]=2)=CC=1.FC(F)(F)C(O)=O>>[NH2:8][C:9]1[N:14]=[C:13]([CH3:15])[N:12]=[C:11]([C:16]2[C:17]([NH:34][C:35]3[CH:44]=[C:43]4[C:38]([CH:39]=[CH:40][CH:41]=[N:42]4)=[C:37]([F:45])[CH:36]=3)=[N:18][CH:19]=[C:20]([C@H:22]([N:24]3[CH2:25][CH2:26][N:27]([S:30]([CH3:33])(=[O:31])=[O:32])[CH2:28][CH2:29]3)[CH3:23])[CH:21]=2)[N:10]=1. Procedure: A glass microwave reaction vessel was charged with (R)—N-(3-(4-(bis(4-methoxybenzyl)amino)-6-methyl-1,3,5-triazin-2-yl)-5-(1-(4-(methylsulfonyl)piperazin-1-yl)ethyl)pyridin-2-yl)-5-fluoroquinolin-7-amine (82 mg, 0.105 mmol) and trifluoroacetic acid (1 mL, 13.46 mmol, Aldrich). The reaction mixture was stirred and heated in an oil bath at 75° C. for 14 h. The solvent was removed in vacuo. The residue was treated with 10% MeOH/CH2Cl2 (40 mL). The reaction mixture was washed with sat. NaHCO3 (10 mL... Starting materials: C(C)OC(=O)CC(CON=C(C1=CC=C(C=C1)OC)C1=CC=C(C=C1)OC)=NOC (4,4'-dimethoxybenzophenone O-(3-ethoxycarbonyl-2-methoxyiminopropyl)oxime), Cl (hydrochloric acid), aqueous solution, [OH-].[Na+] (caustic soda). Procedure details: 4.14 g of the 4,4'-dimethoxybenzophenone O-(3-ethoxycarbonyl-2-methoxyiminopropyl)oxime as obtained in Example 30 was dissolved in 20 ml of methanol and 3 ml of a 5N aqueous solution of caustic soda was added thereto. The obtained mixture was stirred at room temperature for five hours. After the completion of the reaction, the reaction mixture was acidified with diluted hydrochloric acid and extracted with ethyl acetate. Thus 3.8 g of the title compound was obtained in the form of a colorless oi... The product is C(=O)(O)CC(CON=C(C1=CC=C(C=C1)OC)C1=CC=C(C=C1)OC)=NOC (4,4'-Dimethoxybenzophenone O-(3-carboxy-2-methoxyiminopropyl)oxime). Conditions: time 5 hour. RXN SMILES: C([O:3][C:4]([CH2:6][C:7](=[N:28][O:29][CH3:30])[CH2:8][O:9][N:10]=[C:11]([C:20]1[CH:25]=[CH:24][C:23]([O:26][CH3:27])=[CH:22][CH:21]=1)[C:12]1[CH:17]=[CH:16][C:15]([O:18][CH3:19])=[CH:14][CH:13]=1)=[O:5])C.[OH-].[Na+].Cl>CO>[C:4]([CH2:6][C:7](=[N:28][O:29][CH3:30])[CH2:8][O:9][N:10]=[C:11]([C:20]1[CH:21]=[CH:22][C:23]([O:26][CH3:27])=[CH:24][CH:25]=1)[C:12]1[CH:13]=[CH:14][C:15]([O:18][CH3:19])=[CH:16][CH:17]=1)([OH:5])=[O:3] |f:1.2|. The solvent is CO (methanol). Isolated yield 98.5%. The reactants are C(=O)([O-])[O-].[Na+].[Na+] (Na2CO3), BrC=1C=NN(C1)C(C)C (4-bromo-1-isopropyl-1H-pyrazole), OC(C[C@@]1(CCN(C(O1)=O)[C@@H](C)C1=CC=C(C=C1)B1OC(C(O1)(C)C)(C)C)C1=CC=CC=C1)(C)C ((S)-6-(2-hydroxy-2-methylpropyl)-6-phenyl-3-[(S)-1-(4-(4,4,5,5-tetramethyl-1,3,2-dioxaborolan-2-yl)phenyl)ethyl]-1,3-oxazinan-2-one). Solvent: CN(C=O)C (dimethylformamide). Conditions: temperature 90 celsius, time 6 hour. Product: OC(C[C@@]1(CCN(C(O1)=O)[C@@H](C)C1=CC=C(C=C1)C=1C=NN(C1)C(C)C)C1=CC=CC=C1)(C)C ((S)-6-(2-Hydroxy-2-methyl-propyl)-3-{(S)-1-[4-(1-isopropyl-1H-pyrazol-4-yl)-phenyl]-ethyl}-6-phenyl-[1,3]oxazinan-2-one). As a reaction SMILES: C([O-])([O-])=O.[Na+].[Na+].Br[C:8]1[CH:9]=[N:10][N:11]([CH:13]([CH3:15])[CH3:14])[CH:12]=1.[OH:16][C:17]([CH3:50])([CH3:49])[CH2:18][C@@:19]1([C:43]2[CH:48]=[CH:47][CH:46]=[CH:45][CH:44]=2)[O:24][C:23](=[O:25])[N:22]([C@H:26]([C:28]2[CH:33]=[CH:32][C:31](B3OC(C)(C)C(C)(C)O3)=[CH:30][CH:29]=2)[CH3:27])[CH2:21][CH2:20]1>CN(C)C=O>[OH:16][C:17]([CH3:49])([CH3:50])[CH2:18][C@@:19]1([C:43]2[CH:48]=[CH:47][CH:46]=[CH:45][CH:44]=2)[O:24][C:23](=[O:25])[N:22]([C@H:26]([C:28]2[CH:29]=[CH:30][C:31]([C:8]3[CH:9]=[N:10][N:11]([CH:13]([CH3:15])[CH3:14])[CH:12]=3)=[CH:32][CH:33]=2)[CH3:27])[CH2:21][CH2:20]1 |f:0.1.2|. Procedure details: 2 M aqueous Na2CO3 solution (0.75 mL) was added to a solution of 4-bromo-1-isopropyl-1H-pyrazole (0.15 g) and (S)-6-(2-hydroxy-2-methylpropyl)-6-phenyl-3-[(S)-1-(4-(4,4,5,5-tetramethyl-1,3,2-dioxaborolan-2-yl)phenyl)ethyl]-1,3-oxazinan-2-one (0.25 g) in dimethylformamide (2 mL). The resulting mixture was sparged with argon for 10 min, before [1,1′-bis(diphenylphosphino)-ferrocene]dichloro-palladium(II) dichloromethane complex (13 mg) was added. The mixture was heated to 90° C. and stirred at thi...